This data is from the Open Reaction Database (ORD), a public repository of structured organic reaction records. The task is: describe an organic reaction: reactants, conditions, products, and yield Starting materials: Nc1ccc(Cc2nc3c([nH]2)c(=O)n(Cc2ccccc2F)c(=O)n3CC2CC2)cc1, CC=O, [H][H], C1CCOC1. Yields the product CCNc1ccc(Cc2nc3c([nH]2)c(=O)n(Cc2ccccc2F)c(=O)n3CC2CC2)cc1. As a reaction SMILES: [CH:1]1([CH2:4][n:5]2[c:6](=[O:31])[n:7]([CH2:23][c:24]3[c:25]([F:30])[cH:26][cH:27][cH:28][cH:29]3)[c:8](=[O:22])[c:9]3[nH:10][c:11]([CH2:14][c:15]4[cH:16][cH:17][c:18]([NH2:21])[cH:19][cH:20]4)[n:12][c:13]23)[CH2:2][CH2:3]1.[CH:32]([CH3:33])=[O:34].[H:35][H:36].[O:37]1[CH2:38][CH2:39][CH2:40][CH2:41]1>>[CH:1]1([CH2:4][n:5]2[c:6](=[O:31])[n:7]([CH2:23][c:24]3[c:25]([F:30])[cH:26][cH:27][cH:28][cH:29]3)[c:8](=[O:22])[c:9]3[nH:10][c:11]([CH2:14][c:15]4[cH:16][cH:17][c:18]([NH:21][CH2:32][CH3:33])[cH:19][cH:20]4)[n:12][c:13]23)[CH2:2][CH2:3]1.